The task is: describe an organic reaction: reactants, conditions, products, and yield. This data is from the Open Reaction Database (ORD), a public repository of structured organic reaction records. Reactants: CCOC(C)=O, Cc1c(C)c2c(c(C)c1NC(=O)CC(C)(C)C)C(c1ccc(C=O)cc1)CO2. Product: CCOC(=O)C=Cc1ccc(C2COc3c(C)c(C)c(NC(=O)CC(C)(C)C)c(C)c32)cc1. Reaction SMILES: [CH3:29][CH2:30][O:31][C:32]([CH3:33])=[O:34].[CH:1](=[O:2])[c:3]1[cH:4][cH:5][c:6]([CH:9]2[CH2:10][O:11][c:12]3[c:13]2[c:14]([CH3:28])[c:15]([NH:20][C:21]([CH2:22][C:23]([CH3:24])([CH3:25])[CH3:26])=[O:27])[c:16]([CH3:19])[c:17]3[CH3:18])[cH:7][cH:8]1>>[CH:1]([c:3]1[cH:4][cH:5][c:6]([CH:9]2[CH2:10][O:11][c:12]3[c:13]2[c:14]([CH3:28])[c:15]([NH:20][C:21]([CH2:22][C:23]([CH3:24])([CH3:25])[CH3:26])=[O:27])[c:16]([CH3:19])[c:17]3[CH3:18])[cH:7][cH:8]1)=[CH:33][C:32]([O:31][CH2:30][CH3:29])=[O:34]. The reactants are P(=O)(Cl)(Cl)Cl (phosphorous oxychloride), CC1(CCC(CC1)C=1SC=2N=C(N=C(C2N1)O)C)C (2-(4,4-dimethylcyclohexyl)-5-methyl[1,3]thiazolo[5,4-d]pyrimidin-7-ol), C1(=CC=CC=C1)C (toluene). The solvent is CN(C)C=O (DMF). Run at temperature 95 celsius, time 30 minute. Yields the product ClC=1C2=C(N=C(N1)C)SC(=N2)C2CCC(CC2)(C)C (7-chloro-2-(4,4-dimethylcyclohexyl)-5-methyl[1,3]thiazolo[5,4-d]pyrimidine). RXN SMILES: [CH3:1][C:2]1([CH3:19])[CH2:7][CH2:6][CH:5]([C:8]2[S:9][C:10]3[N:11]=[C:12]([CH3:18])[N:13]=[C:14](O)[C:15]=3[N:16]=2)[CH2:4][CH2:3]1.C1(C)C=CC=CC=1.P(Cl)(Cl)([Cl:29])=O>CN(C=O)C>[Cl:29][C:14]1[C:15]2[N:16]=[C:8]([CH:5]3[CH2:6][CH2:7][C:2]([CH3:19])([CH3:1])[CH2:3][CH2:4]3)[S:9][C:10]=2[N:11]=[C:12]([CH3:18])[N:13]=1. Procedure: To a mixture of 2-(4,4-dimethylcyclohexyl)-5-methyl[1,3]thiazolo[5,4-d]pyrimidin-7-ol (16.2 g) and toluene (160 mL) were added DMF (10 mL) and phosphorous oxychloride (11 mL), followed by stirring at 95° C. for 30 minutes. The reaction mixture was concentrated under reduced pressure. To the residue was added chloroform, and the mixture was neutralized with a 1 M aqueous NaOH solution in an ice bath and extracted with chloroform. The organic layer was dried over MgSO4 and then concentrated under ... Reactants: ClC=1C=CC2=C(C(=C(O2)C(CC(C)C)NC2=CC=C(C=C2)C(=O)N(CCC(=O)OCC)C)C)C1 (ethyl 3-{[(4-{[1-(5-chloro-3-methyl-1-benzofuran-2-yl)-3-methylbutyl]amino}phenyl)carbonyl](methyl)amino}propanoate), O1CCCC1 (tetrahydrofuran), [OH-].[Na+] (sodium hydroxide). Run in C(C)O (ethanol). Conditions: time 2 hour. Yields the product ClC=1C=CC2=C(C(=C(O2)C(CC(C)C)NC2=CC=C(C=C2)C(=O)N(CCC(=O)O)C)C)C1 (3-{[(4-{[1-(5-chloro-3-methyl-1-benzofuran-2-yl)-3-methylbutyl]amino}phenyl)carbonyl](methyl)amino}propanoic acid). Isolated yield 92.8%. RXN SMILES: [Cl:1][C:2]1[CH:3]=[CH:4][C:5]2[O:9][C:8]([CH:10]([NH:15][C:16]3[CH:21]=[CH:20][C:19]([C:22]([N:24]([CH3:32])[CH2:25][CH2:26][C:27]([O:29]CC)=[O:28])=[O:23])=[CH:18][CH:17]=3)[CH2:11][CH:12]([CH3:14])[CH3:13])=[C:7]([CH3:33])[C:6]=2[CH:34]=1.O1CCCC1.[OH-].[Na+]>C(O)C>[Cl:1][C:2]1[CH:3]=[CH:4][C:5]2[O:9][C:8]([CH:10]([NH:15][C:16]3[CH:21]=[CH:20][C:19]([C:22]([N:24]([CH3:32])[CH2:25][CH2:26][C:27]([OH:29])=[O:28])=[O:23])=[CH:18][CH:17]=3)[CH2:11][CH:12]([CH3:14])[CH3:13])=[C:7]([CH3:33])[C:6]=2[CH:34]=1 |f:2.3|. Reported procedure: To a mixture of ethyl 3-{[(4-{[1-(5-chloro-3-methyl-1-benzofuran-2-yl)-3-methylbutyl]amino}phenyl)carbonyl](methyl)amino}propanoate (199 mg) synthesized above, tetrahydrofuran (5 mL) and ethanol (5 mL) was added 1N aqueous sodium hydroxide solution (1.50 mL), and the mixture was stirred at room temperature for 2 hr, and concentrated under reduced pressure. The residue was dissolved in water (10 mL), and 1N hydrochloric acid (1.50 mL) was added at 0° C. The resulting precipitate was collected by ... Starting materials: ClC=1C=C(OC=2C=CC=C(C2O)C)C=CC1 (6-(3-chlorophenoxy)-o-cresol), S(=O)(=O)(OC)OC (dimethyl sulfate). Run in [OH-].[Na+] (sodium hydroxide). Yields the product COC1=C(C=CC=C1C)OC1=CC(=CC=C1)Cl (3-chlorophenyl 2-methoxy-3-methylphenyl ether). As a reaction SMILES: [Cl:1][C:2]1[CH:3]=[C:4]([CH:14]=[CH:15][CH:16]=1)[O:5][C:6]1[CH:7]=[CH:8][CH:9]=[C:10]([CH3:13])[C:11]=1[OH:12].S(OC)(O[CH3:21])(=O)=O>[OH-].[Na+]>[CH3:21][O:12][C:11]1[C:10]([CH3:13])=[CH:9][CH:8]=[CH:7][C:6]=1[O:5][C:4]1[CH:14]=[CH:15][CH:16]=[C:2]([Cl:1])[CH:3]=1 |f:2.3|. Procedure: An aqueous solution (40 ml) of sodium hydroxide (10 g) and a mixture of 6-(3-chlorophenoxy)-o-cresol (13.9 g) and dimethyl sulfate (11 ml) were treated in a similar manner to that of Example 6-(2) to give oily 3-chlorophenyl 2-methoxy-3-methylphenyl ether (14.6 g).